Dataset: the Open Reaction Database (ORD), a public repository of structured organic reaction records. Task: describe an organic reaction: reactants, conditions, products, and yield The reactants are C(C)OC(C(C)(C)Br)=O (Ethyl-2-bromoisobutyrate), CC(C)([O-])C.[K+] (potassium t-butoxide), BrCC=1N=C(SC1C(=O)OCC)C1=CC=C(C=C1)C(F)(F)F (ethyl 4-(bromomethyl)-2-[4-(trifluoromethyl)phenyl]-1,3-thiazole-5-carboxylate). The solvent is C1CCOC1 (THF), C1CCOC1 (THF). Yields the product 83g, CC(C(=O)OCC)(C)OC1=CC=CC=C1 (Ethyl 2-methyl-2-phenoxypropanoate). Yield: 75.0%. RXN SMILES: CC(C)([O-:4])C.[K+].BrCC1N=C([C:19]2[CH:24]=[CH:23][C:22](C(F)(F)F)=[CH:21][CH:20]=2)SC=1C(OCC)=O.[CH2:29]([O:31][C:32](=[O:37])[C:33](Br)([CH3:35])[CH3:34])[CH3:30]>C1COCC1>[CH3:34][C:33]([O:4][C:19]1[CH:20]=[CH:21][CH:22]=[CH:23][CH:24]=1)([CH3:35])[C:32]([O:31][CH2:29][CH3:30])=[O:37] |f:0.1|. Reported procedure: To a solution of potassium t-butoxide (1M in THF, 531ml, 0.531moles, 1eq) precooled to 0° C. (ice bath) was added phenol (50g, 0.531moles, 1eq) in dry THF (50ml) dropwise via an addition funnel over 20minutes maintaining the internal temperature of the reaction below 5degrees centigrade. Ethyl-2-bromoisobutyrate (70.14ml, 0.9eq, 0.478moles) in dry THF (20ml) was added dropwise over 10minutes maintaining the internal reaction temperature below 5° C. After the addition was complete, the ice bath w... Starting materials: BrC=1C=CC=C2CCC(CC12)=O (8-bromo-2-tetralone), C(CC)NCCC (di-n-propylamine), C1(=CC=C(C=C1)S(=O)(=O)O)C (p-toluenesulfonic acid). The solvent is C1(=CC=CC=C1)C (toluene). The product is BrC=1C=CC=C2CCC(=CC12)N(CCC)CCC (8-bromo-2-dipropylamino-3,4-dihydronaphthalene). RXN SMILES: [Br:1][C:2]1[CH:3]=[CH:4][CH:5]=[C:6]2[C:11]=1[CH2:10][C:9](=O)[CH2:8][CH2:7]2.[CH2:13]([NH:16][CH2:17][CH2:18][CH3:19])[CH2:14][CH3:15].C1(C)C=CC(S(O)(=O)=O)=CC=1>C1(C)C=CC=CC=1>[Br:1][C:2]1[CH:3]=[CH:4][CH:5]=[C:6]2[C:11]=1[CH:10]=[C:9]([N:16]([CH2:17][CH2:18][CH3:19])[CH2:13][CH2:14][CH3:15])[CH2:8][CH2:7]2. Procedure details: To a solution of 8-bromo-2-tetralone (3.0 gm, 13.3 mMol) in toluene (25 mL) were added di-n-propylamine (3.5 mL, 26 mMol) and p-toluenesulfonic acid (100 mg, 0.52 mMol). The reaction was heated to reflux, water being collected in a Dean-Stark trap. After four hours the reaction was concentrated in vacuo to give 8-bromo-2-dipropylamino-3,4-dihydronaphthalene as a dark liquid which was immediately dissolved in methanol (50 mL) and acetic acid (5 mL). To this solution was then added sodium borohydr... Reactants: CS(=O)(=O)C1=CC=C(C=C1)C (Methyl p-tolylsulfone), mercuric oxide, C(Cl)(Cl)(Cl)Cl (carbon tetrachloride), chlorine monoxide, [Cl-] (chloride), ClCl (chlorine), mercuric oxide, ClCl (chlorine). The product is CS(=O)(=O)C1=CC=C(C=C1)C(Cl)(Cl)Cl (4-(methylsulfonyl)-α,α,α-trichlorotoluene). As a reaction SMILES: [CH3:1][S:2]([C:5]1[CH:10]=[CH:9][C:8](C)=[CH:7][CH:6]=1)(=[O:4])=[O:3].ClCl.Cl=O.[Cl-].[C:17]([Cl:21])(Cl)([Cl:19])[Cl:18]>>[CH3:1][S:2]([C:5]1[CH:10]=[CH:9][C:8]([C:17]([Cl:21])([Cl:19])[Cl:18])=[CH:7][CH:6]=1)(=[O:4])=[O:3]. Reported procedure: Methyl p-tolylsulfone (100 g, 0.59 mole), carbon tetrachloride (1500 ml) and mercuric oxide (211 g) were added to a 3-necked flask equipped with a mechanical stirrer, gas inlet, dry-ice condenser and thermometer. The mixture was stirred and maintained at 50°-60° while adding chlorine gas (scrubbed through sulfuric acid) at a rate of approximately 1600 cc/min for 35 minutes (155 g). At this point chlorine monoxide started refluxing and chloride addition was discontinued. The mixture was stirred a... The reactants are OC1=C(C(=O)N)C=CC(=C1CC=C)O (2,4-Dihydroxy-3-(2-propenyl)benzamide), ClCCCOC=1C(=C(OCC(=O)OCC)C=CC1)CCC (ethyl [3-(3-chloropropoxy)-2-propylphenoxy]acetate), [I-].[Na+] (sodium iodide), C([O-])([O-])=O.[K+].[K+] (potassium carbonate). Solvent: O (water), C(C)(=O)OCC.CCCCCC (ethyl acetate hexane), CN(C)C=O (DMF). Run at temperature 40 celsius, time 8 hour. Product: NC(=O)C1=C(C(=C(OCCCOC=2C(=C(OCC(=O)OCC)C=CC2)CCC)C=C1)CC=C)O (Ethyl [3-[3-[4-(aminocarbonyl)-3-hydroxy-2-(2-propenyl)phenoxy]propoxy]-2-propylphenoxy]acetate). RXN SMILES: [OH:1][C:2]1[C:10]([CH2:11][CH:12]=[CH2:13])=[C:9]([OH:14])[CH:8]=[CH:7][C:3]=1[C:4]([NH2:6])=[O:5].Cl[CH2:16][CH2:17][CH2:18][O:19][C:20]1[C:21]([CH2:33][CH2:34][CH3:35])=[C:22]([CH:30]=[CH:31][CH:32]=1)[O:23][CH2:24][C:25]([O:27][CH2:28][CH3:29])=[O:26].[I-].[Na+].C(=O)([O-])[O-].[K+].[K+]>C(OCC)(=O)C.CCCCCC.O.CN(C=O)C>[NH2:6][C:4]([C:3]1[CH:7]=[CH:8][C:9]([O:14][CH2:16][CH2:17][CH2:18][O:19][C:20]2[C:21]([CH2:33][CH2:34][CH3:35])=[C:22]([CH:30]=[CH:31][CH:32]=2)[O:23][CH2:24][C:25]([O:27][CH2:28][CH3:29])=[O:26])=[C:10]([CH2:11][CH:12]=[CH2:13])[C:2]=1[OH:1])=[O:5] |f:2.3,4.5.6,7.8|. Procedure details: 2,4-Dihydroxy-3-(2-propenyl)benzamide(193 mg 1.0 mmol), ethyl [3-(3-chloropropoxy)-2-propylphenoxy]acetate(386 mg, 1.0 mmol), sodium iodide (276 mg, 2.0 mmol), and potassium carbonate (276 mg, 2.0 mmol) were added to 2.0 ml of DMF, and the reaction mixture was heated in an oil bath at 40° C. overnight. The temperature was raised to 60° C., and the reaction mixture was again heated overnight. The reaction mixture was poured into 15 ml of water and extracted three times with ethyl acetate. The com... Reactants: COc2ccc1ccccc1c2 (substrate), c2ccn1cncc1c2 (effective_coupling_partner). The reagents and catalysts are IPr. Conditions: temperature 90 celsius, time 16 hour. The product is c4ccc3cc(c1ncc2ccccn12)ccc3c4. Starting materials: C(=O)(O)[O-].[Na+] (NaHCO3), CN(CCOC1=CC=C(C=C1)NC(\C(=C(/CC)\C1=C(C=CC=C1)C)\C1=CC=C(C=C1)OCOC)=O)C ((E)-N-(4-(2-(dimethylamino)ethoxy)phenyl)-2-(4-(methoxymethoxy)phenyl)-3-o-tolylpent-2-enamide), Cl (HCl). The solvent is O (H2O), CO (MeOH), O1CCOCC1 (1,4-dioxane). Run at time 2 hour. Yields the product CN(CCOC1=CC=C(C=C1)NC(\C(=C(/CC)\C1=C(C=CC=C1)C)\C1=CC=C(C=C1)O)=O)C ((E)-N-(4-(2-(dimethylamino)ethoxy)phenyl)-2-(4-hydroxyphenyl)-3-o-tolylpent-2-enamide). Isolated yield 74.0%. As a reaction SMILES: [CH3:1][N:2]([CH3:36])[CH2:3][CH2:4][O:5][C:6]1[CH:11]=[CH:10][C:9]([NH:12][C:13](=[O:35])/[C:14](/[C:25]2[CH:30]=[CH:29][C:28]([O:31]COC)=[CH:27][CH:26]=2)=[C:15](/[C:18]2[CH:23]=[CH:22][CH:21]=[CH:20][C:19]=2[CH3:24])\[CH2:16][CH3:17])=[CH:8][CH:7]=1.Cl.C([O-])(O)=O.[Na+]>CO.O1CCOCC1.O>[CH3:36][N:2]([CH3:1])[CH2:3][CH2:4][O:5][C:6]1[CH:7]=[CH:8][C:9]([NH:12][C:13](=[O:35])/[C:14](/[C:25]2[CH:30]=[CH:29][C:28]([OH:31])=[CH:27][CH:26]=2)=[C:15](/[C:18]2[CH:23]=[CH:22][CH:21]=[CH:20][C:19]=2[CH3:24])\[CH2:16][CH3:17])=[CH:10][CH:11]=1 |f:2.3|. Procedure details: To a solution of 4a (75 mg, 0.153 mmol) in MeOH (2 ml) was added 4N HCl in 1,4-dioxane (0.4 ml) under ice cooling, and the mixture was stirred at room temperature for 2 h. A solution of NaHCO3 in H2O was poured into the reaction mixture under ice cooling, and the whole was extracted with AcOEt. The organic layer was washed with brine, dried over Na2SO4, and then concentrated. The residual was crystallized with AcOEt to give 5a (74%). 5a: colorless powder; 1H-NMR (CD3OD) δ 0.97 (3H, t, J=7.5 Hz),... The reactants are COC1=CC=C(CN(C2=NC=C(C=N2)C=2C3=C(N=C(N2)N2CCOCC2)NCC3)CC3=CC=C(C=C3)OC)C=C1 (bis-(4-methoxy-benzyl)-[5-(2-morpholin-4-yl-6,7-dihydro-5H-pyrrolo[2,3-d]pyrimidin-4-yl)-pyrimidin-2-yl]-amine), C(C)(C)(C)OC(=O)N1CCN(CC1)C(=O)C1=NC=C(C=C1)Br (4-(5-bromo-pyridine-2-carbonyl)-piperazine-1-carboxylic acid tert-butyl ester), COC(C1=CC=C(C=C1)Br)=O (4-bromobenzoic acid methyl ester). Yields the product C(C)(C)(C)OC(=O)N1CCN(CC1)C(=O)C1=NC=C(C=C1)N1CCC2=C1N=C(N=C2C=2C=NC(=NC2)N(CC2=CC=C(C=C2)OC)CC2=CC=C(C=C2)OC)N2CCOCC2 (4-[5-(4-{2-[bis-(4-methoxy-benzyl)-amino]-pyrimidin-5-yl}-2-morpholin-4-yl-5,6-dihydro-pyrrolo[2,3-d]pyrimidin-7-yl)-pyridine-2-carbonyl]-piperazine-1-carboxylic acid tert-butyl ester). RXN SMILES: [CH3:1][O:2][C:3]1[CH:40]=[CH:39][C:6]([CH2:7][N:8]([CH2:30][C:31]2[CH:36]=[CH:35][C:34]([O:37][CH3:38])=[CH:33][CH:32]=2)[C:9]2[N:14]=[CH:13][C:12]([C:15]3[C:16]4[CH2:29][CH2:28][NH:27][C:17]=4[N:18]=[C:19]([N:21]4[CH2:26][CH2:25][O:24][CH2:23][CH2:22]4)[N:20]=3)=[CH:11][N:10]=2)=[CH:5][CH:4]=1.[C:41]([O:45][C:46]([N:48]1[CH2:53][CH2:52][N:51]([C:54]([C:56]2[CH:61]=[CH:60][C:59](Br)=[CH:58][N:57]=2)=[O:55])[CH2:50][CH2:49]1)=[O:47])([CH3:44])([CH3:43])[CH3:42].COC(=O)C1C=CC(Br)=CC=1>>[C:41]([O:45][C:46]([N:48]1[CH2:53][CH2:52][N:51]([C:54]([C:56]2[CH:61]=[CH:60][C:59]([N:27]3[C:17]4[N:18]=[C:19]([N:21]5[CH2:26][CH2:25][O:24][CH2:23][CH2:22]5)[N:20]=[C:15]([C:12]5[CH:11]=[N:10][C:9]([N:8]([CH2:7][C:6]6[CH:5]=[CH:4][C:3]([O:2][CH3:1])=[CH:40][CH:39]=6)[CH2:30][C:31]6[CH:32]=[CH:33][C:34]([O:37][CH3:38])=[CH:35][CH:36]=6)=[N:14][CH:13]=5)[C:16]=4[CH2:29][CH2:28]3)=[CH:58][N:57]=2)=[O:55])[CH2:50][CH2:49]1)=[O:47])([CH3:44])([CH3:42])[CH3:43]. Procedure: From bis-(4-methoxy-benzyl)-[5-(2-morpholin-4-yl-6,7-dihydro-5H-pyrrolo[2,3-d]pyrimidin-4-yl)-pyrimidin-2-yl]-amine (100 mg) and 4-(5-bromo-pyridine-2-carbonyl)-piperazine-1-carboxylic acid tert-butyl ester (prepared in the same manner as Step A in Example 1-D-79, 76 mg), instead of 4-bromobenzoic acid methyl ester in Example 1-D-08, in the same manner as Example 1-D-08, a crude product of 4-[5-(4-{2-[bis-(4-methoxy-benzyl)-amino]-pyrimidin-5-yl}-2-morpholin-4-yl-5,6-dihydro-pyrrolo[2,3-d]pyrimi... Reactants: ClC1=C2CCC(NC2=C(C=C1Cl)OC)=O (5,6-dichloro-8-methoxy-3,4-dihydrocarbostyril), Br (hydrobromic acid). Yields the product ClC1=C2CCC(NC2=C(C=C1Cl)O)=O (5,6-dichloro-8-hydroxy-3,4-dihydrocarbostyril). Isolated yield 73.2%. As a reaction SMILES: [Cl:1][C:2]1[C:11]([Cl:12])=[CH:10][C:9]([O:13]C)=[C:8]2[C:3]=1[CH2:4][CH2:5][C:6](=[O:15])[NH:7]2.Br>>[Cl:1][C:2]1[C:11]([Cl:12])=[CH:10][C:9]([OH:13])=[C:8]2[C:3]=1[CH2:4][CH2:5][C:6](=[O:15])[NH:7]2. Procedure details: The thus-obtained 42 g of 5,6-dichloro-8-methoxy-3,4-dihydrocarbostyril are dispersed in 500 ml of 47%-hydrobromic acid aqueous solution and heated for 4 hours under refluxing conditions. After cooling the reaction mixture, the insoluble matter is separated by filtration, washed with water and dried. The crude crystals thus obtained are recrystallized from methanol to obtain 29 g of 5,6-dichloro-8-hydroxy-3,4-dihydrocarbostyril in the form of colorless needle-like crystals with a melting point o... Starting materials: C(C1=CC=CC=C1)NC(=O)C1=C(N=C(S1)N1C(C(CCC1)=CC=1C=NC=CC1)=O)C (N-benzyl-4-methyl-2-(2-oxo-3-(pyridin-3-ylmethylene)piperidin-1-yl)thiazole-5-carboxamide). Reagents/catalysts: [Pd] (palladium on carbon). Run in C(C)(=O)OCC (ethyl acetate). Yields the product C(C1=CC=CC=C1)NC(=O)C1=C(N=C(S1)N1C(C(CCC1)CC=1C=NC=CC1)=O)C (N-benzyl-4-methyl-2-(2-oxo-3-(pyridin-3-ylmethyl)piperidin-1-yl)thiazole-5-carboxamide). Isolated yield 98.7%. As a reaction SMILES: [CH2:1]([NH:8][C:9]([C:11]1[S:15][C:14]([N:16]2[CH2:21][CH2:20][CH2:19][C:18](=[CH:22][C:23]3[CH:24]=[N:25][CH:26]=[CH:27][CH:28]=3)[C:17]2=[O:29])=[N:13][C:12]=1[CH3:30])=[O:10])[C:2]1[CH:7]=[CH:6][CH:5]=[CH:4][CH:3]=1>C(OCC)(=O)C.[Pd]>[CH2:1]([NH:8][C:9]([C:11]1[S:15][C:14]([N:16]2[CH2:21][CH2:20][CH2:19][CH:18]([CH2:22][C:23]3[CH:24]=[N:25][CH:26]=[CH:27][CH:28]=3)[C:17]2=[O:29])=[N:13][C:12]=1[CH3:30])=[O:10])[C:2]1[CH:3]=[CH:4][CH:5]=[CH:6][CH:7]=1. Procedure: A solution of N-benzyl-4-methyl-2-(2-oxo-3-(pyridin-3-ylmethylene)piperidin-1-yl)thiazole-5-carboxamide (0.024 g, 0.053 mmol) in ethyl acetate (10 mL) was hydrogenated in the presence of catalytic amount of palladium on carbon (20% w/w) at ambient temperature and under atmospheric pressure for 3 hours. The reaction mixture was filtered through a bed of celite and the filtrate was concentrated in vacuo. The residue was recrystallized from hexanes/ethyl acetate to afford the title compound as a ye... The reactants are [Br-], C1CCOC1, CC1CCCO1, [Cl-], CCOC(=O)c1nc(Cl)c2ccccc2n1, COc1cc([Mg+])ccc1F, [NH4+]. The product is COc1cc(C(=O)c2nc(Cl)c3ccccc3n2)ccc1F. Reaction SMILES: [Br-:23].[CH2:36]1[O:37][CH2:38][CH2:39][CH2:40]1.[CH3:17][CH:18]1[CH2:19][CH2:20][CH2:21][O:22]1.[Cl-:34].[Cl:1][c:2]1[n:3][c:4]([C:12]([O:14][CH2:13][CH3:15])=[O:16])[n:5][c:6]2[cH:7][cH:8][cH:9][cH:10][c:11]12.[F:24][c:25]1[c:26]([O:32][CH3:33])[cH:27][c:28]([Mg+:31])[cH:29][cH:30]1.[NH4+:35]>>[Cl:1][c:2]1[n:3][c:4]([C:12](=[O:14])[c:28]2[cH:27][c:26]([O:32][CH3:33])[c:25]([F:24])[cH:30][cH:29]2)[n:5][c:6]2[cH:7][cH:8][cH:9][cH:10][c:11]12.